The task is: describe an organic reaction: reactants, conditions, products, and yield. This data is from the Open Reaction Database (ORD), a public repository of structured organic reaction records. Reactants: CS(C)=O, COc1cc2ncnc(Cl)c2cc1OC, [H-], [Na+], O=C1Cc2cc(S(=O)(=O)NCCN3CCOCC3)ccc2N1, CN(C)C=O. Yields the product Cl, COc1cc2ncnc(C3C(=O)Nc4ccc(S(=O)(=O)NCCN5CCOCC5)cc43)c2cc1OC. RXN SMILES: [CH3:40][S:41]([CH3:42])=[O:43].[Cl:25][c:26]1[n:27][cH:28][n:29][c:30]2[cH:31][c:32]([O:38][CH3:39])[c:33]([O:36][CH3:37])[cH:34][c:35]12.[H-:23].[Na+:24].[O:1]1[CH2:2][CH2:3][N:4]([CH2:7][CH2:8][NH:9][S:10](=[O:11])(=[O:12])[c:13]2[cH:14][c:15]3[c:19]([cH:20][cH:21]2)[NH:18][C:17](=[O:22])[CH2:16]3)[CH2:5][CH2:6]1.[O:44]=[CH:45][N:46]([CH3:47])[CH3:48]>>[ClH:25].[O:1]1[CH2:2][CH2:3][N:4]([CH2:7][CH2:8][NH:9][S:10](=[O:11])(=[O:12])[c:13]2[cH:14][c:15]3[c:19]([cH:20][cH:21]2)[NH:18][C:17](=[O:22])[CH:16]3[c:26]2[n:27][cH:28][n:29][c:30]3[cH:31][c:32]([O:38][CH3:39])[c:33]([O:36][CH3:37])[cH:34][c:35]23)[CH2:5][CH2:6]1. Reactants: [C-]#N.[Na+] (sodium cyanide), S(=O)(Cl)Cl (Thionyl chloride), C(CCC)C=1N(C(=C(N1)Cl)CO)CC1=CC=C(C=C1)C#N (2-butyl-4-chloro-1-(4-cyanobenzyl)-5-hydroxymethylimidazole), C(Cl)(Cl)Cl (CHCl3). RXN SMILES: S(Cl)(Cl)=O.[CH2:5]([C:9]1[N:10]([CH2:17][C:18]2[CH:23]=[CH:22][C:21]([C:24]#[N:25])=[CH:20][CH:19]=2)[C:11]([CH2:15]O)=[C:12]([Cl:14])[N:13]=1)[CH2:6][CH2:7][CH3:8].C(Cl)(Cl)Cl.[C-:30]#[N:31].[Na+]>CS(C)=O.O>[CH2:5]([C:9]1[N:10]([CH2:17][C:18]2[CH:23]=[CH:22][C:21]([C:24]#[N:25])=[CH:20][CH:19]=2)[C:11]([CH2:15][C:30]#[N:31])=[C:12]([Cl:14])[N:13]=1)[CH2:6][CH2:7][CH3:8] |f:3.4|. Solvent: CS(=O)C (DMSO), O (H2O). Isolated yield 52.3%. Yields the product C(CCC)C=1N(C(=C(N1)Cl)CC#N)CC1=CC=C(C=C1)C#N (2-Butyl-4-chloro-1-(4-cyanobenzyl)-5-cyanomethylimidazole). Conditions: time 2 hour. Procedure details: Thionyl chloride (3.60 mL, 49 mmol, 5 eq) was slowly dripped into a solution of 2-butyl-4-chloro-1-(4-cyanobenzyl)-5-hydroxymethylimidazole (3.0 g, 9.9 mmol, 1 eq) in a minimum of CHCl3. The mixture was stirred for 2 hours at room temperature after which the solvent was removed in vacuo and the residue suspended in toluene (200 mL). The toluene was removed on the rotary evaporator and this procedure was repeated again to remove all traces of thionyl chloride. The chloride was then dissolved in D...